Dataset: the Open Reaction Database (ORD), a public repository of structured organic reaction records. Task: describe an organic reaction: reactants, conditions, products, and yield Reactants: CO, N#CCCNc1cccc(C(F)(F)F)c1, [H][H], N. Yields the product NCCCNc1cccc(C(F)(F)F)c1. Reaction SMILES: [CH3:19][OH:20].[F:1][C:2]([c:3]1[cH:4][c:5]([NH:9][CH2:10][CH2:11][C:12]#[N:13])[cH:6][cH:7][cH:8]1)([F:14])[F:15].[H:17][H:18].[NH3:16]>>[F:1][C:2]([c:3]1[cH:4][c:5]([NH:9][CH2:10][CH2:11][CH2:12][NH2:13])[cH:6][cH:7][cH:8]1)([F:14])[F:15]. Starting materials: [Al+3], C1CCOC1, [H-], [H-], [H-], [H-], [Li+], [N-]=[N+]=NC1(CO)c2cc(Br)ccc2Oc2c1cc(Cl)nc2F. Product: NC1(CO)c2cc(Br)ccc2Oc2c1cc(Cl)nc2F. RXN SMILES: [Al+3:24].[CH2:29]1[O:30][CH2:31][CH2:32][CH2:33]1.[H-:23].[H-:26].[H-:27].[H-:28].[Li+:25].[N:1](=[N+:2]=[N-:3])[C:4]1([CH2:21][OH:22])[c:5]2[cH:6][c:7]([Br:20])[cH:8][cH:9][c:10]2[O:11][c:12]2[c:13]([F:19])[n:14][c:15]([Cl:18])[cH:16][c:17]21>>[NH2:1][C:4]1([CH2:21][OH:22])[c:5]2[cH:6][c:7]([Br:20])[cH:8][cH:9][c:10]2[O:11][c:12]2[c:13]([F:19])[n:14][c:15]([Cl:18])[cH:16][c:17]21. Reactants: Cc1n[nH]c2ccc(Br)cc12, O=C([O-])[O-], CS(C)=O, ClCCN1CCCC1, Cl, [Cs+], [Cs+], O. Product: Cc1nn(CCN2CCCC2)c2ccc(Br)cc12. As a reaction SMILES: [Br:1][c:2]1[cH:3][c:4]2[c:5]([CH3:11])[n:6][nH:7][c:8]2[cH:9][cH:10]1.[C:12](=[O:13])([O-:14])[O-:15].[CH3:27][S:28]([CH3:29])=[O:30].[Cl:19][CH2:20][CH2:21][N:22]1[CH2:23][CH2:24][CH2:25][CH2:26]1.[ClH:18].[Cs+:16].[Cs+:17].[OH2:31]>>[Br:1][c:2]1[cH:3][c:4]2[c:5]([CH3:11])[n:6][n:7]([CH2:20][CH2:21][N:22]3[CH2:23][CH2:24][CH2:25][CH2:26]3)[c:8]2[cH:9][cH:10]1. Starting materials: CSc1ncnc2cccc(CBr)c12, C=CCOC(=O)C1CCNCC1C(=O)OC, CC(Cl)Cl, O=C(O)C(F)(F)F. The product is C=CCOC(=O)C1CCN(Cc2cccc3ncnc(SC)c23)CC1C(=O)OC. As a reaction SMILES: [Br:1][CH2:2][c:3]1[c:4]2[c:5]([S:13][CH3:14])[n:6][cH:7][n:8][c:9]2[cH:10][cH:11][cH:12]1.[CH2:22]([CH:23]=[CH2:24])[O:25][C:26](=[O:27])[CH:28]1[CH:29]([C:34](=[O:35])[O:36][CH3:37])[CH2:30][NH:31][CH2:32][CH2:33]1.[Cl:38][CH:39]([Cl:40])[CH3:41].[F:15][C:16]([F:17])([F:18])[C:19]([OH:20])=[O:21]>>[CH2:2]([c:3]1[c:4]2[c:5]([S:13][CH3:14])[n:6][cH:7][n:8][c:9]2[cH:10][cH:11][cH:12]1)[N:31]1[CH2:30][CH:29]([C:34](=[O:35])[O:36][CH3:37])[CH:28]([C:26]([O:25][CH2:22][CH:23]=[CH2:24])=[O:27])[CH2:33][CH2:32]1.